describe an organic reaction: reactants, conditions, products, and yield From a dataset of the Open Reaction Database (ORD), a public repository of structured organic reaction records. Reactants: ClCCl, O=C(OO)c1cccc(Cl)c1, OCCCSC(F)(F)C(F)(F)C(F)(F)C(F)(F)F, [Na+], [Na+], O, O, O, O, O, O, O=S([O-])([O-])=S. As a reaction SMILES: [CH2:43]([Cl:44])[Cl:45].[Cl:19][c:20]1[cH:21][cH:22][cH:23][c:24]([C:25]([O:26][OH:27])=[O:28])[cH:29]1.[F:1][C:2]([C:3]([C:4]([C:5]([F:6])([F:7])[F:8])([F:9])[F:10])([F:11])[F:12])([S:13][CH2:14][CH2:15][CH2:16][OH:17])[F:18].[Na+:40].[Na+:41].[OH2:30].[OH2:31].[OH2:32].[OH2:33].[OH2:34].[OH2:42].[S:35]([O-:36])([O-:37])(=[O:38])=[S:39]>>[F:1][C:2]([C:3]([C:4]([C:5]([F:6])([F:7])[F:8])([F:9])[F:10])([F:11])[F:12])([S:13]([CH2:14][CH2:15][CH2:16][OH:17])(=[O:30])=[O:31])[F:18]. Yields the product O=S(=O)(CCCO)C(F)(F)C(F)(F)C(F)(F)C(F)(F)F.